Dataset: the Open Reaction Database (ORD), a public repository of structured organic reaction records. Task: describe an organic reaction: reactants, conditions, products, and yield The reactants are CC(C)Cn1c(CO)c(-c2ccccc2)c2cc(OCc3ccccc3)ccc2c1=O, Cc1ccccc1, [Na+], O=C([O-])O, O=S(Cl)Cl. Yields the product CC(C)Cn1c(CCl)c(-c2ccccc2)c2cc(OCc3ccccc3)ccc2c1=O. RXN SMILES: [CH2:1]([c:2]1[cH:3][cH:4][cH:5][cH:6][cH:7]1)[O:8][c:9]1[cH:10][c:11]2[c:12](-[c:26]3[cH:27][cH:28][cH:29][cH:30][cH:31]3)[c:13]([CH2:24][OH:25])[n:14]([CH2:20][CH:21]([CH3:22])[CH3:23])[c:15](=[O:19])[c:16]2[cH:17][cH:18]1.[CH3:41][c:42]1[cH:43][cH:44][cH:45][cH:46][cH:47]1.[Na+:36].[OH:37][C:38](=[O:39])[O-:40].[S:32]([Cl:33])([Cl:34])=[O:35]>>[CH2:1]([c:2]1[cH:3][cH:4][cH:5][cH:6][cH:7]1)[O:8][c:9]1[cH:10][c:11]2[c:12](-[c:26]3[cH:27][cH:28][cH:29][cH:30][cH:31]3)[c:13]([CH2:24][Cl:34])[n:14]([CH2:20][CH:21]([CH3:22])[CH3:23])[c:15](=[O:19])[c:16]2[cH:17][cH:18]1.